This data is from the Open Reaction Database (ORD), a public repository of structured organic reaction records. The task is: describe an organic reaction: reactants, conditions, products, and yield The reactants are CCO, O=Cc1ccc(Cl)cc1, O=Cc1ccc(Cl)cc1Cl, N#C[Na], O. The product is O=C(c1ccc(Cl)cc1)C(O)c1ccc(Cl)cc1Cl. As a reaction SMILES: [CH3:23][CH2:24][OH:25].[Cl:11][c:12]1[cH:13][cH:14][c:15]([CH:16]=[O:17])[cH:18][cH:19]1.[Cl:1][c:2]1[c:3]([CH:4]=[O:5])[cH:6][cH:7][c:8]([Cl:10])[cH:9]1.[Na:20][C:21]#[N:22].[OH2:26]>>[Cl:1][c:2]1[c:3]([CH:4]([OH:5])[C:16]([c:15]2[cH:14][cH:13][c:12]([Cl:11])[cH:19][cH:18]2)=[O:17])[cH:6][cH:7][c:8]([Cl:10])[cH:9]1. The reactants are CO, CCOC(=O)C1(c2ccc([N+](=O)[O-])c(OCC3CC3)c2)CCCC1. The product is CCOC(=O)C1(c2ccc(N)c(OCC3CC3)c2)CCCC1. RXN SMILES: [CH3:25][OH:26].[CH:1]1([CH2:4][O:5][c:6]2[cH:7][c:8]([C:15]3([C:20](=[O:21])[O:22][CH2:23][CH3:24])[CH2:16][CH2:17][CH2:18][CH2:19]3)[cH:9][cH:10][c:11]2[N+:12]([O-:13])=[O:14])[CH2:2][CH2:3]1>>[CH:1]1([CH2:4][O:5][c:6]2[cH:7][c:8]([C:15]3([C:20](=[O:21])[O:22][CH2:23][CH3:24])[CH2:16][CH2:17][CH2:18][CH2:19]3)[cH:9][cH:10][c:11]2[NH2:12])[CH2:2][CH2:3]1. Starting materials: COC(CCCCCNC=1C2=C(N=CN1)OC(=C2C2=CC=C(C=C2)OC)Br)=O (6-{[6-bromo-5-(4-methoxyphenyl)furo[2,3-d]pyrimidin-4-yl]amino}hexanoic acid methyl ester), C([O-])([O-])=O.[K+].[K+] (potassium carbonate), CC1=C(C=CC=C1)B(O)O ((2-methylphenyl)boronic acid). Reagents/catalysts: C=1C=CC(=CC1)[P](C=2C=CC=CC2)(C=3C=CC=CC3)[Pd]([P](C=4C=CC=CC4)(C=5C=CC=CC5)C=6C=CC=CC6)([P](C=7C=CC=CC7)(C=8C=CC=CC8)C=9C=CC=CC9)[P](C=1C=CC=CC1)(C=1C=CC=CC1)C=1C=CC=CC1 (tetrakis(triphenylphosphine)palladium(0)). The solvent is COCCOC (1,2-dimethoxyethane). Conditions: time 15 hour. The product is COC(CCCCCNC=1C2=C(N=CN1)OC(=C2C2=CC=C(C=C2)OC)C2=C(C=CC=C2)C)=O (6-{[5-(4-Methoxyphenyl)-6-(2-methylphenyl)furo[2,3-d]pyrimidin-4-yl]amino}hexanoic acid methyl ester). Reaction SMILES: C(=O)([O-])[O-].[K+].[K+].[CH3:7][O:8][C:9](=[O:34])[CH2:10][CH2:11][CH2:12][CH2:13][CH2:14][NH:15][C:16]1[C:17]2[C:24]([C:25]3[CH:30]=[CH:29][C:28]([O:31][CH3:32])=[CH:27][CH:26]=3)=[C:23](Br)[O:22][C:18]=2[N:19]=[CH:20][N:21]=1.[CH3:35][C:36]1[CH:41]=[CH:40][CH:39]=[CH:38][C:37]=1B(O)O>COCCOC.C1C=CC([P]([Pd]([P](C2C=CC=CC=2)(C2C=CC=CC=2)C2C=CC=CC=2)([P](C2C=CC=CC=2)(C2C=CC=CC=2)C2C=CC=CC=2)[P](C2C=CC=CC=2)(C2C=CC=CC=2)C2C=CC=CC=2)(C2C=CC=CC=2)C2C=CC=CC=2)=CC=1>[CH3:7][O:8][C:9](=[O:34])[CH2:10][CH2:11][CH2:12][CH2:13][CH2:14][NH:15][C:16]1[C:17]2[C:24]([C:25]3[CH:30]=[CH:29][C:28]([O:31][CH3:32])=[CH:27][CH:26]=3)=[C:23]([C:37]3[CH:38]=[CH:39][CH:40]=[CH:41][C:36]=3[CH3:35])[O:22][C:18]=2[N:19]=[CH:20][N:21]=1 |f:0.1.2,^1:54,56,75,94|. Reported procedure: Add 0.5 ml of 2 M aqueous potassium carbonate solution to a mixture of 224 mg (0.50 mmol) 6-{[6-bromo-5-(4-methoxyphenyl)furo[2,3-d]pyrimidin-4-yl]amino}hexanoic acid methyl ester and 29 mg (0.03 mmol) tetrakis(triphenylphosphine)palladium(0) in 2.5 ml 1,2-dimethoxyethane. Next, add 85 mg (0.63 mmol) (2-methylphenyl)boronic acid and stir the mixture for 15 h under reflux. Filter the reaction mixture and purify directly by preparative RP-HPLC (gradient: water/acetonitrile). 68 mg (30% of theor.) ...